This data is from the Open Reaction Database (ORD), a public repository of structured organic reaction records. The task is: describe an organic reaction: reactants, conditions, products, and yield Reaction SMILES: C(O)C.[Cl-].[NH4+].[CH3:6][S:7][C:8]1[CH:13]=[CH:12][C:11]([N+:14]([O-])=O)=[CH:10][C:9]=1[OH:17]>[Zn].O>[CH3:6][S:7][C:8]1[CH:13]=[CH:12][C:11]([NH2:14])=[CH:10][C:9]=1[OH:17] |f:1.2|. Procedure details: The suspension obtained on mixing 150 ml of 96° strength ethanol, 16 ml of water, 2.3 g of ammonium chloride and 78 g of finely powdered zinc is brought to reflux. 25.1 g (0.15 mol) of 2-methylthio-5-nitrophenol are added portionwise so as to maintain the reflux without heating (exothermic reaction). The reagents and catalysts are [Zn] (zinc). The solvent is O (water). Yields the product CSC1=C(C=C(C=C1)N)O (2-methylthio-5-aminophenol). Reactants: C(C)O (ethanol), [Cl-].[NH4+] (ammonium chloride), CSC1=C(C=C(C=C1)[N+](=O)[O-])O (2-methylthio-5-nitrophenol). Reactants: CN(CCO)Cc1ccc(Br)cc1, Cc1ccccc1, O=S(Cl)Cl. Yields the product CN(CCCl)Cc1ccc(Br)cc1. RXN SMILES: [Br:1][c:2]1[cH:3][cH:4][c:5]([CH2:6][N:7]([CH2:8][CH2:9][OH:10])[CH3:11])[cH:12][cH:13]1.[CH3:18][c:19]1[cH:20][cH:21][cH:22][cH:23][cH:24]1.[S:14]([Cl:15])([Cl:16])=[O:17]>>[Br:1][c:2]1[cH:3][cH:4][c:5]([CH2:6][N:7]([CH2:8][CH2:9][Cl:16])[CH3:11])[cH:12][cH:13]1. Starting materials: COC([C@@H](NC1=C(C=C(C=C1)OCC(=O)OC(C)(C)C)C(C1=CC=CC=C1)=O)C)=O (4-t-butoxycarbonylmethoxy-N-(2-benzoylphenyl)alanine methyl ester), Cl.O1CCOCC1 (hydrogen chloride dioxane). Solvent: O1CCOCC1 (dioxane). Reaction conditions: time 3 hour. Product: COC([C@@H](NC1=C(C=C(C=C1)OCC(=O)O)C(C1=CC=CC=C1)=O)C)=O (4-Carboxymethoxy-N-(2-benzoylphenyl)alanine methyl ester). As a reaction SMILES: [CH3:1][O:2][C:3](=[O:30])[C@H:4]([CH3:29])[NH:5][C:6]1[CH:11]=[CH:10][C:9]([O:12][CH2:13][C:14]([O:16]C(C)(C)C)=[O:15])=[CH:8][C:7]=1[C:21](=[O:28])[C:22]1[CH:27]=[CH:26][CH:25]=[CH:24][CH:23]=1.Cl.O1CCOCC1>O1CCOCC1>[CH3:1][O:2][C:3](=[O:30])[C@H:4]([CH3:29])[NH:5][C:6]1[CH:11]=[CH:10][C:9]([O:12][CH2:13][C:14]([OH:16])=[O:15])=[CH:8][C:7]=1[C:21](=[O:28])[C:22]1[CH:23]=[CH:24][CH:25]=[CH:26][CH:27]=1 |f:1.2|. Reported procedure: A mixture of 4-t-butoxycarbonylmethoxy-N-(2-benzoylphenyl)alanine methyl ester (1.4 g), 4N hydrogen chloride/dioxane (10 ml) and dioxane (10 ml) was stirred at room temperature for 3 hours and allowed to stand overnight. The reaction mixture was concentrated under reduced pressure. To the residue was added toluene and the mixture was concentrated under reduced pressure. The residue was chromatographed on a silica gel column (LiChroprepDIOL (Merck)) using hexane: ethyl acetate=2:1−1:1 as the elua... Starting materials: CC(C)(C)OC(=O)N1CCN(C(=O)OC(C)(C)C)C(CCO)C1, ClCCl, CN1CCOCC1. Product: CC(C)(C)OC(=O)N1CCN(C(=O)OC(C)(C)C)C(CC=O)C1. RXN SMILES: [C:8]([CH3:9])([CH3:10])([CH3:11])[O:12][C:13](=[O:14])[N:15]1[CH:16]([CH2:28][CH2:29][OH:30])[CH2:17][N:18]([C:21](=[O:22])[O:23][C:24]([CH3:25])([CH3:26])[CH3:27])[CH2:19][CH2:20]1.[CH2:31]([Cl:32])[Cl:33].[CH3:1][N:2]1[CH2:3][CH2:4][O:5][CH2:6][CH2:7]1>>[C:8]([CH3:9])([CH3:10])([CH3:11])[O:12][C:13](=[O:14])[N:15]1[CH:16]([CH2:28][CH:29]=[O:30])[CH2:17][N:18]([C:21](=[O:22])[O:23][C:24]([CH3:25])([CH3:26])[CH3:27])[CH2:19][CH2:20]1.